Dataset: the Open Reaction Database (ORD), a public repository of structured organic reaction records. Task: describe an organic reaction: reactants, conditions, products, and yield The reactants are CN(C)C=O, ClCCl, O=C(Cl)C(=O)Cl, O=C(O)c1cc([N+](=O)[O-])ccc1Cl. Yields the product O=C(Cl)c1cc([N+](=O)[O-])ccc1Cl. As a reaction SMILES: [CH3:23][N:24]([CH3:25])[CH:26]=[O:27].[Cl:14][CH2:15][Cl:16].[Cl:17][C:18]([C:19]([Cl:20])=[O:21])=[O:22].[Cl:1][c:2]1[c:3]([C:4](=[O:5])[OH:6])[cH:7][c:8]([N+:11](=[O:12])[O-:13])[cH:9][cH:10]1>>[Cl:1][c:2]1[c:3]([C:4](=[O:5])[Cl:14])[cH:7][c:8]([N+:11](=[O:12])[O-:13])[cH:9][cH:10]1. Starting materials: (E)-N-methyl-4-[3-(5-acetamidopyridinyl)]-3-buten-1-amine, BrC=1C=NC=C(C(=O)O)C1 (5-bromonicotinic acid), ( 4 ), NC=1C=NC=C(C1)Br (3-amino-5-bromopyridine), C(C)(=O)OC(C)=O (acetic anhydride), NC=1C=NC=C(C1)Br (3-amino-5-bromopyridine), (E)-N-methyl-4-[3-(5-carbamoylpyridinyl)]-3-buten-1-amine, Heterocyclic, BrC=1C=NC=C(C(=O)N)C1 (5-bromonicotinamide). The product is C(C)(=O)NC=1C=NC=C(C1)Br (3-acetamido-5-bromopyridine). Reaction SMILES: [Br:1][C:2]1[CH:3]=[N:4][CH:5]=[C:6]([CH:10]=1)C(O)=O.BrC1C=NC=[C:16](C=1)[C:17]([NH2:19])=[O:18].NC1C=NC=C(Br)C=1.C(OC(=O)C)(=O)C>>[C:17]([NH:19][C:6]1[CH:5]=[N:4][CH:3]=[C:2]([Br:1])[CH:10]=1)(=[O:18])[CH3:16]. Procedure details: Other representative compounds include (E)-N-methyl-4-[3-(5-acetamidopyridinyl)]-3-buten-1-amine and (E)-N-methyl-4-[3-(5-carbamoylpyridinyl)]-3-buten-1-amine. These compounds may be produced according to the techniques set forth in C. V. Greco et al., J. Heterocyclic Chem. 7 (4): 761 (1970). More specifically, the commercially available starting material, 5-bromonicotinic acid is converted to both 5-bromonicotinamide and 3-amino-5-bromopyridine. The 3-amino-5-bromopyridine can be acylated with ... Reactants: NC1=C(C=CC=C1)CC(=O)OC (methyl 2-(2-aminophenyl)acetate), C([O-])([O-])=O.[K+].[K+] (potassium carbonate), CCOC(=O)C (EtOAc). Solvent: CN(C)C=O (DMF). The product is N1C(CC2=CC=CC=C12)=O (indolin-2-one). Isolated yield 103.2%. As a reaction SMILES: [NH2:1][C:2]1[CH:7]=[CH:6][CH:5]=[CH:4][C:3]=1[CH2:8][C:9]([O:11]C)=O.C(=O)([O-])[O-].[K+].[K+].CCOC(C)=O>CN(C=O)C>[NH:1]1[C:2]2[C:3](=[CH:4][CH:5]=[CH:6][CH:7]=2)[CH2:8][C:9]1=[O:11] |f:1.2.3|. Procedure details: Stir the mixture of methyl 2-(2-aminophenyl)acetate (4.8 g, 29.1 mmol) and potassium carbonate (8.0 g, 58.2 mmol) in DMF (15 mL) at room temperature overnight. TLC (PE:EtOAc=2:1) shows the reaction is complete. Concentrate the reaction mixture under reduced pressure to give the crude product. Purify by chromatography (silica gel, EtOAc:PE=1:2) to afford the title compound (4.0 g, 95%). MS: (M+1): 134.2. Reactants: IC1=CC=C(C=C1)SC1=CC=C(C=C1)C(C(F)(F)F)(C(F)(F)F)C1=CC=C(C=C1)SC1=CC=C(C=C1)I (2,2-Bis[4-(4-iodophenylthio)phenyl]hexafluoropropane), C(#C)[Si](C)(C)C (ethynyltrimethylsilane). The reagents and catalysts are [Pd] (palladium). The product is C[Si](C)(C)C#CC1=CC=C(C=C1)SC1=CC=C(C=C1)C(C(F)(F)F)(C(F)(F)F)C1=CC=C(C=C1)SC1=CC=C(C=C1)C#C[Si](C)(C)C (2,2-Bis[4-(4-trimethylsilylethynylphenylthio)phenyl]hexafluoropropane). Reaction SMILES: I[C:2]1[CH:7]=[CH:6][C:5]([S:8][C:9]2[CH:14]=[CH:13][C:12]([C:15]([C:24]3[CH:29]=[CH:28][C:27]([S:30][C:31]4[CH:36]=[CH:35][C:34](I)=[CH:33][CH:32]=4)=[CH:26][CH:25]=3)([C:20]([F:23])([F:22])[F:21])[C:16]([F:19])([F:18])[F:17])=[CH:11][CH:10]=2)=[CH:4][CH:3]=1.[C:38]([Si:40]([CH3:43])([CH3:42])[CH3:41])#[CH:39]>[Pd]>[CH3:41][Si:40]([C:38]#[C:39][C:2]1[CH:7]=[CH:6][C:5]([S:8][C:9]2[CH:14]=[CH:13][C:12]([C:15]([C:24]3[CH:25]=[CH:26][C:27]([S:30][C:31]4[CH:36]=[CH:35][C:34]([C:39]#[C:38][Si:40]([CH3:43])([CH3:42])[CH3:41])=[CH:33][CH:32]=4)=[CH:28][CH:29]=3)([C:20]([F:22])([F:23])[F:21])[C:16]([F:17])([F:19])[F:18])=[CH:11][CH:10]=2)=[CH:4][CH:3]=1)([CH3:43])[CH3:42]. Procedure details: Compound 10 was prepared by treating Compound 9 with the palladium catalyst system and ethynyltrimethylsilane according to the general procedure described in Example 1, Section D herein. Yields the product C(C1=CC=CC=C1)ONCCCCC#N (O-Benzyl-N-(4-cyanobutyl)hydroxylamine). The solvent is CO (methanol), CCOCC (ether), CO (methanol), O (water). Procedure: O-Benzylhydroxylamine hydrochloride (4.7 g, 29.7 mmol) was mixed with 5 mL of water and 11 mL of methanol at 0° C. and the apparent pH adjusted to 4.7 using 6N potassium hydroxide. The aldehyde, 4-cyanobutanal (1), [Izawa, supra] (2.6 mL, 27 mmol) was added to the hydroxylamine and the mixture allowed to warm to room temperature. The pH was maintained by the addition of further 6N potassium hydroxide. After 1 h, the reaction was cooled to 0° C., and sodium cyanoborohydride (1.26 g, 20 mmol) was ... Run at time 1 hour. As a reaction SMILES: Cl.[CH2:2]([O:9][NH2:10])[C:3]1[CH:8]=[CH:7][CH:6]=[CH:5][CH:4]=1.[OH-].[K+].[C:13]([CH2:15][CH2:16][CH2:17][CH:18]=O)#[N:14].NO.C([BH3-])#N.[Na+].Cl>CO.CCOCC.O>[CH2:2]([O:9][NH:10][CH2:18][CH2:17][CH2:16][CH2:15][C:13]#[N:14])[C:3]1[CH:8]=[CH:7][CH:6]=[CH:5][CH:4]=1 |f:0.1,2.3,6.7|. Isolated yield 84.0%. The reactants are Cl (hydrogen chloride), aldehyde, C(#N)CCCC=O (4-cyanobutanal), NO (hydroxylamine), Cl.C(C1=CC=CC=C1)ON (O-Benzylhydroxylamine hydrochloride), C(#N)[BH3-].[Na+] (sodium cyanoborohydride), [OH-].[K+] (potassium hydroxide), [OH-].[K+] (potassium hydroxide), [OH-].[K+] (potassium hydroxide). Reactants: ClC1=C(C(=O)O)C=C(C(=C1)F)N1C(=NC(=CC1=O)C(F)(F)F)OC (2-chloro-4-fluoro-5-[2-methoxy-6-oxo-4-trifluoromethyl-1(6H) pyrimidinyl]-benzoic acid), S(=O)(Cl)Cl (thionyl chloride), C1=CC=CC=C1 (benzene). The reagents and catalysts are CN(C=O)C (dimethylformamide). Run at time 3.5 hour. Yields the product ClC1=C(C(=O)OC2CSC2)C=C(C(=C1)F)N1C(=NC(=CC1=O)C(F)(F)F)OC (thietan-3-yl 2-chloro-4-fluoro-5-[2-methoxy-6-oxo-4-trifluoromethyl-1(6H)-pyrimidinyl]-benzoate). RXN SMILES: [Cl:1][C:2]1[CH:10]=[C:9]([F:11])[C:8]([N:12]2[C:17](=[O:18])[CH:16]=[C:15]([C:19]([F:22])([F:21])[F:20])[N:14]=[C:13]2[O:23][CH3:24])=[CH:7][C:3]=1[C:4]([OH:6])=[O:5].[S:25](Cl)(Cl)=O.[CH:29]1[CH:34]=CC=C[CH:30]=1>CN(C)C=O>[Cl:1][C:2]1[CH:10]=[C:9]([F:11])[C:8]([N:12]2[C:17](=[O:18])[CH:16]=[C:15]([C:19]([F:21])([F:20])[F:22])[N:14]=[C:13]2[O:23][CH3:24])=[CH:7][C:3]=1[C:4]([O:6][CH:29]1[CH2:34][S:25][CH2:30]1)=[O:5]. Procedure details: 3.4 g of 2-chloro-4-fluoro-5-[2-methoxy-6-oxo-4-trifluoromethyl-1(6H) pyrimidinyl]-benzoic acid are heated at reflux temperature for 3 hours in 25 ml of benzene and 3.4 ml of thionyl chloride together with 2 drops of dimethylformamide. The reaction mixture is subsequently evaporated to dryness and dissolved in 20 ml of dioxan. This solution, which consists mainly of the acid chloride of the above-mentioned benzoic acid and the solvent, is added dropwise to a solution of 1.0 g of 3-thietanol and ... Starting materials: C(CCC)[Sn](C=1C=C(C2=C(C=CO2)C1)C1OCCCO1)(CCCC)CCCC (tributyl-(7-[1,3]dioxan-2-yl-benzofuran-5-yl)-stannane), BrC=1C(=NOC1C)C (4-bromo-3,5-dimethylisoxazole). The product is CC1=NOC(=C1C=1C=C(C2=C(C=CO2)C1)C=O)C (5-(3,5-Dimethyl-isoxazol-4-yl)-benzofuran-7-carbaldehyde). Reaction SMILES: C([Sn](CCCC)(CCCC)[C:6]1[CH:7]=[C:8]([CH:15]2[O:20]CCCO2)[C:9]2[O:13][CH:12]=[CH:11][C:10]=2[CH:14]=1)CCC.Br[C:30]1[C:31]([CH3:36])=[N:32][O:33][C:34]=1[CH3:35]>>[CH3:36][C:31]1[C:30]([C:6]2[CH:7]=[C:8]([CH:15]=[O:20])[C:9]3[O:13][CH:12]=[CH:11][C:10]=3[CH:14]=2)=[C:34]([CH3:35])[O:33][N:32]=1. Procedure: From tributyl-(7-[1,3]dioxan-2-yl-benzofuran-5-yl)-stannane (1.43 g) and 4-bromo-3,5-dimethylisoxazole (0.51 g). Yield: 61.1%. Starting materials: resultant mixture, C(CCC)[B-](C1=CC=CC=C1)(C1=CC=CC=C1)C1=CC=CC=C1.[Li+] (lithium butyltriphenylborate), [Br-].C[S+](CC(=O)C1=CC=CC=C1)C (dimethylphenacylsulfonium bromide). Reaction SMILES: [CH2:1]([B-:5]([C:18]1[CH:23]=[CH:22][CH:21]=[CH:20][CH:19]=1)([C:12]1[CH:17]=[CH:16][CH:15]=[CH:14][CH:13]=1)[C:6]1[CH:11]=[CH:10][CH:9]=[CH:8][CH:7]=1)[CH2:2][CH2:3][CH3:4].[Li+].[Br-].[CH3:26][S+:27]([CH3:37])[CH2:28][C:29]([C:31]1[CH:36]=[CH:35][CH:34]=[CH:33][CH:32]=1)=[O:30]>O>[CH3:26][S+:27]([CH3:37])[CH2:28][C:29]([C:31]1[CH:36]=[CH:35][CH:34]=[CH:33][CH:32]=1)=[O:30].[CH2:1]([B-:5]([C:18]1[CH:23]=[CH:22][CH:21]=[CH:20][CH:19]=1)([C:6]1[CH:7]=[CH:8][CH:9]=[CH:10][CH:11]=1)[C:12]1[CH:17]=[CH:16][CH:15]=[CH:14][CH:13]=1)[CH2:2][CH2:3][CH3:4] |f:0.1,2.3,5.6|. Reported procedure: An aqueous solution of 5.424 g of lithium butyltriphenylborate in 100 ml of water was added to an aqueous solution of 5.090 g of dimethylphenacylsulfonium bromide in 200 ml of water, and the resultant mixture was stirred at room temperature for 30 minutes. The reaction mixture was filtered, and the resultant crystal was washed with water and dried to give 5.202 g of dimethylphenacylsulfonium-butyltriphenylborate as a white crystal. The product is C[S+](CC(=O)C1=CC=CC=C1)C.C(CCC)[B-](C1=CC=CC=C1)(C1=CC=CC=C1)C1=CC=CC=C1 (dimethylphenacylsulfonium butyltriphenylborate). The solvent is O (water), O (water).